Dataset: the Open Reaction Database (ORD), a public repository of structured organic reaction records. Task: describe an organic reaction: reactants, conditions, products, and yield Reactants: Cc1ncc(Br)cc1[N+](=O)[O-], CC(=O)O, [Fe], O. Product: Cc1ncc(Br)cc1N. RXN SMILES: [Br:1][c:2]1[cH:3][c:4]([N+:9]([O-:10])=[O:11])[c:5]([CH3:8])[n:6][cH:7]1.[CH3:12][C:13](=[O:14])[OH:15].[Fe:17].[OH2:16]>>[Br:1][c:2]1[cH:3][c:4]([NH2:9])[c:5]([CH3:8])[n:6][cH:7]1.